describe an organic reaction: reactants, conditions, products, and yield From a dataset of the Open Reaction Database (ORD), a public repository of structured organic reaction records. Starting materials: C1(CCCCC1)COC=1C=CC2=C(N(C(N(S2(=O)=O)C2=CC=C(C=C2)C(=O)OCC2CCCCC2)=O)C)C1 (6-cyclohexylmethoxy-2-(4-cyclohexylmethoxycarbonylphenyl)-4-methyl-2H-1,2,4-benzothiadiazine-3(4H)-one 1,1-dioxide), Cl (hydrochloric acid), O (water). Solvent: O1CCOCC1 (1,4-dioxane). Product: C(=O)(O)C1=CC=C(C=C1)N1S(C2=C(N(C1=O)C)C=C(C=C2)OCC2CCCCC2)(=O)=O (2 -(4-carboxyphenyl)-6-cyclohexylmethoxy-4-methyl-2H-1,2,4-benzothiadiazine-3(4H)-one 1,1-dioxide). As a reaction SMILES: [CH:1]1([CH2:7][O:8][C:9]2[CH:10]=[CH:11][C:12]3[S:17](=[O:19])(=[O:18])[N:16]([C:20]4[CH:25]=[CH:24][C:23]([C:26]([O:28]CC5CCCCC5)=[O:27])=[CH:22][CH:21]=4)[C:15](=[O:36])[N:14]([CH3:37])[C:13]=3[CH:38]=2)[CH2:6][CH2:5][CH2:4][CH2:3][CH2:2]1.Cl.O>O1CCOCC1>[C:26]([C:23]1[CH:24]=[CH:25][C:20]([N:16]2[C:15](=[O:36])[N:14]([CH3:37])[C:13]3[CH:38]=[C:9]([O:8][CH2:7][CH:1]4[CH2:2][CH2:3][CH2:4][CH2:5][CH2:6]4)[CH:10]=[CH:11][C:12]=3[S:17]2(=[O:18])=[O:19])=[CH:21][CH:22]=1)([OH:28])=[O:27]. Reported procedure: A solution of 6-cyclohexylmethoxy-2-(4-cyclohexylmethoxycarbonylphenyl)-4-methyl-2H-1,2,4-benzothiadiazine-3(4H)-one 1,1-dioxide (0.12 g) in a mixture of conc. hydrochloric acid (1 ml), water (2 ml) and 1,4-dioxane (8 ml) was refluxed overnight. The mixture was concentrated in vacuo. The residue was treated with a mixture of ethyl acetate and aqueous 1N sodium hydroxide solution. The precipitates were collected by filtration, washed with ethyl acetate and then dissolved in a mixture of ethyl ace... Reactants: CN(c1cccc2cc(C(N)=O)[nH]c12)S(=O)(=O)c1ccccc1C(F)(F)F, COc1ccc(P2(=S)SP(=S)(c3ccc(OC)cc3)S2)cc1, C1CCOC1. The product is CN(c1cccc2cc(C(N)=S)[nH]c12)S(=O)(=O)c1ccccc1C(F)(F)F. RXN SMILES: [CH3:1][N:2]([c:3]1[cH:4][cH:5][cH:6][c:7]2[cH:8][c:9]([C:12](=[O:13])[NH2:14])[nH:10][c:11]12)[S:15](=[O:16])(=[O:17])[c:18]1[c:19]([C:24]([F:25])([F:26])[F:27])[cH:20][cH:21][cH:22][cH:23]1.[CH3:28][O:29][c:30]1[cH:31][cH:32][c:33]([P:34]2(=[S:37])[S:35][P:36]([c:38]3[cH:39][cH:40][c:41]([O:42][CH3:43])[cH:44][cH:45]3)(=[S:46])[S:47]2)[cH:48][cH:49]1.[O:50]1[CH2:51][CH2:52][CH2:53][CH2:54]1>>[CH3:1][N:2]([c:3]1[cH:4][cH:5][cH:6][c:7]2[cH:8][c:9]([C:12]([NH2:14])=[S:37])[nH:10][c:11]12)[S:15](=[O:16])(=[O:17])[c:18]1[c:19]([C:24]([F:25])([F:26])[F:27])[cH:20][cH:21][cH:22][cH:23]1. Reactants: ClC1=NC=C(C(=N1)C1=CN(C2=NC=C(C=C21)C(F)(F)F)S(=O)(=O)C2=CC=C(C)C=C2)C#N (2-chloro-4-(1-tosyl-5-(trifluoromethyl)-1H-pyrrolo[2,3-b]pyridin-3-yl)pyrimidine-5-carbonitrile), N[C@H](C)C1CCC(CC1)O (4-((R)-1-aminoethyl)cyclohexanol), C(C)(C)N(CC)C(C)C (Diisopropylethylamine), CN(C)C=O (DMF). Solvent: C1CCOC1 (THF). Conditions: time 18 hour. The product is OC1CCC(CC1)[C@@H](C)NC1=NC=C(C(=N1)C1=CN(C2=NC=C(C=C21)C(F)(F)F)S(=O)(=O)C2=CC=C(C)C=C2)C#N (2-((R)-1-(4-hydroxycyclohexyl)ethylamino)-4-(1-tosyl-5-(trifluoromethyl)-1H-pyrrolo[2,3-b]pyridin-3-yl)pyrimidine-5-carbonitrile). Isolated yield 88.4%. RXN SMILES: [NH2:1][C@@H:2]([CH:4]1[CH2:9][CH2:8][CH:7]([OH:10])[CH2:6][CH2:5]1)[CH3:3].CN(C=O)C.C(N(C(C)C)CC)(C)C.Cl[C:26]1[N:31]=[C:30]([C:32]2[C:40]3[C:35](=[N:36][CH:37]=[C:38]([C:41]([F:44])([F:43])[F:42])[CH:39]=3)[N:34]([S:45]([C:48]3[CH:54]=[CH:53][C:51]([CH3:52])=[CH:50][CH:49]=3)(=[O:47])=[O:46])[CH:33]=2)[C:29]([C:55]#[N:56])=[CH:28][N:27]=1>C1COCC1>[OH:10][CH:7]1[CH2:8][CH2:9][CH:4]([C@H:2]([NH:1][C:26]2[N:31]=[C:30]([C:32]3[C:40]4[C:35](=[N:36][CH:37]=[C:38]([C:41]([F:43])([F:44])[F:42])[CH:39]=4)[N:34]([S:45]([C:48]4[CH:54]=[CH:53][C:51]([CH3:52])=[CH:50][CH:49]=4)(=[O:46])=[O:47])[CH:33]=3)[C:29]([C:55]#[N:56])=[CH:28][N:27]=2)[CH3:3])[CH2:5][CH2:6]1. Procedure: 4-((R)-1-aminoethyl)cyclohexanol (309.4 mg, 2.16 mmol) was dissolved in THF (10 mL) and DMF (4 mL) and stirred over molecular sieves for 10 minutes. Diisopropylethylamine (376.3 μL, 2.160 mmol) was added, followed by 2-chloro-4-(1-tosyl-5-(trifluoromethyl)-1H-pyrrolo[2,3-b]pyridin-3-yl)pyrimidine-5-carbonitrile (516.1 mg, 1.080 mmol). The reaction mixture was stirred under nitrogen at ambient temperature for 18 hours. The molecular sieves was removed by filtration and washed with EtOAc. The filt... Reactants: CC(C)O (2-propanol), C(C)(C)N(C(C)C)CC (N,N-diisopropylethylamine), O1CCCC1 (tetrahydrofuran), ClC(Cl)(OC(OC(Cl)(Cl)Cl)=O)Cl (triphosgene), NC1=C(C=C(C=C1)B(O)O)OC (4-amino-3-methoxyphenylboronic acid), pinacol ester, C(C)(C)N(C(C)C)CC (N,N-diisopropylethylamine), O1CCCC1 (tetrahydrofuran), O1CCCC1 (tetrahydrofuran), CC(C)O (2-propanol). Run in O (water). Product: COC1=C(C=CC(=C1)B1OC(C(O1)(C)C)(C)C)NC(OC(C)C)=O (isopropyl 2-methoxy-4-(4,4,5,5-tetramethyl-1,3,2-dioxaborolan-2-yl)phenylcarbamate). RXN SMILES: ClC(Cl)(O[C:5](=[O:11])OC(Cl)(Cl)Cl)Cl.[NH2:13][C:14]1[CH:19]=[CH:18][C:17]([B:20]([OH:22])[OH:21])=[CH:16][C:15]=1[O:23][CH3:24].C(N(CC)[CH:29]([CH3:31])[CH3:30])(C)C.[CH3:34][CH:35]([OH:37])[CH3:36].O1C[CH2:41][CH2:40][CH2:39]1>O>[CH3:24][O:23][C:15]1[CH:16]=[C:17]([B:20]2[O:21][C:40]([CH3:41])([CH3:39])[C:29]([CH3:30])([CH3:31])[O:22]2)[CH:18]=[CH:19][C:14]=1[NH:13][C:5](=[O:11])[O:37][CH:35]([CH3:36])[CH3:34]. Procedure: To a solution of triphosgene (1.485 mmol, 0.441 g) in tetrahydrofuran (20 ml) was added drop wise a solution of 4-amino-3-methoxyphenylboronic acid, pinacol ester (4.01 mmol, 1 g) and N,N-diisopropylethylamine (5.02 mmol, 0.829 ml) in tetrahydrofuran (30 ml) at room temperature. The temperature was kept between 20 and 30° C. After 30 minutes a solution of 2-propanol (8.03 mmol, 0.614 ml) and N,N-diisopropylethylamine (5.02 mmol, 0.829 ml) in tetrahydrofuran (20 ml) was added drop wise to the rea... The reactants are C=CCCCN(C(=O)NC(C(=O)OC)C(C)(C)C)C(C)C, [Li+], C1COCCO1, [OH-], O. The product is C=CCCCN(C(=O)NC(C(=O)O)C(C)(C)C)C(C)C. RXN SMILES: [CH:1]([CH3:2])([CH3:3])[N:4]([C:5](=[O:6])[NH:7][CH:8]([C:9]([CH3:10])([CH3:11])[CH3:12])[C:13](=[O:14])[O:15][CH3:16])[CH2:17][CH2:18][CH2:19][CH:20]=[CH2:21].[Li+:24].[O:25]1[CH2:26][CH2:27][O:28][CH2:29][CH2:30]1.[OH-:23].[OH2:22]>>[CH:1]([CH3:2])([CH3:3])[N:4]([C:5](=[O:6])[NH:7][CH:8]([C:9]([CH3:10])([CH3:11])[CH3:12])[C:13](=[O:14])[OH:15])[CH2:17][CH2:18][CH2:19][CH:20]=[CH2:21]. Starting materials: C1CCOC1, Oc1ccc(OC(F)(F)F)cc1, CCOC(=O)N=NC(=O)OCC, CC(C)(C)OC(=O)N1CCC(O)CC1, c1ccc(P(c2ccccc2)c2ccccc2)cc1. Reaction SMILES: [CH2:58]1[O:59][CH2:60][CH2:61][CH2:62]1.[F:15][C:16]([O:17][c:18]1[cH:19][cH:20][c:21]([OH:24])[cH:22][cH:23]1)([F:25])[F:26].[O:46]=[C:47]([O:48][CH2:49][CH3:50])[N:51]=[N:52][C:53]([O:54][CH2:55][CH3:56])=[O:57].[OH:1][CH:2]1[CH2:3][CH2:4][N:5]([C:8](=[O:9])[O:10][C:11]([CH3:12])([CH3:13])[CH3:14])[CH2:6][CH2:7]1.[c:27]1([P:28]([c:29]2[cH:30][cH:31][cH:32][cH:33][cH:34]2)[c:35]2[cH:36][cH:37][cH:38][cH:39][cH:40]2)[cH:41][cH:42][cH:43][cH:44][cH:45]1>>[O:1]([CH:2]1[CH2:3][CH2:4][N:5]([C:8](=[O:9])[O:10][C:11]([CH3:12])([CH3:13])[CH3:14])[CH2:6][CH2:7]1)[c:21]1[cH:20][cH:19][c:18]([O:17][C:16]([F:15])([F:25])[F:26])[cH:23][cH:22]1. Yields the product CC(C)(C)OC(=O)N1CCC(Oc2ccc(OC(F)(F)F)cc2)CC1. The reactants are CC(C)(C)OC(=O)N1CCC(N2CCC(C(=O)O)C2)C1, CCN=C=NCCCN(C)C, Cl, COc1nc2c(OCc3c(Cl)ccc(N(C)C(=O)CN)c3Cl)cccc2n1Cc1ccccn1, CN(C)C=O, O, On1nnc2ccccc21. Reaction SMILES: [C:1]([CH3:2])([CH3:3])([CH3:4])[O:5][C:6](=[O:7])[N:8]1[CH2:9][CH:10]([N:13]2[CH2:14][CH:15]([C:18](=[O:19])[OH:20])[CH2:16][CH2:17]2)[CH2:11][CH2:12]1.[CH3:31][CH2:32][N:33]=[C:34]=[N:35][CH2:36][CH2:37][CH2:38][N:39]([CH3:40])[CH3:41].[ClH:42].[NH2:43][CH2:44][C:45](=[O:46])[N:47]([CH3:48])[c:49]1[c:50]([Cl:76])[c:51]([CH2:56][O:57][c:58]2[cH:59][cH:60][cH:61][c:62]3[n:63]([CH2:69][c:70]4[n:71][cH:72][cH:73][cH:74][cH:75]4)[c:64]([O:67][CH3:68])[n:65][c:66]23)[c:52]([Cl:55])[cH:53][cH:54]1.[O:77]=[CH:78][N:79]([CH3:80])[CH3:81].[OH2:82].[OH:21][n:22]1[c:23]2[c:24]([cH:25][cH:26][cH:27][cH:28]2)[n:29][n:30]1>>[C:1]([CH3:2])([CH3:3])([CH3:4])[O:5][C:6](=[O:7])[N:8]1[CH2:9][CH:10]([N:13]2[CH2:14][CH:15]([C:18](=[O:20])[NH:43][CH2:44][C:45](=[O:46])[N:47]([CH3:48])[c:49]3[c:50]([Cl:76])[c:51]([CH2:56][O:57][c:58]4[cH:59][cH:60][cH:61][c:62]5[n:63]([CH2:69][c:70]6[n:71][cH:72][cH:73][cH:74][cH:75]6)[c:64]([O:67][CH3:68])[n:65][c:66]45)[c:52]([Cl:55])[cH:53][cH:54]3)[CH2:16][CH2:17]2)[CH2:11][CH2:12]1. Yields the product COc1nc2c(OCc3c(Cl)ccc(N(C)C(=O)CNC(=O)C4CCN(C5CCN(C(=O)OC(C)(C)C)C5)C4)c3Cl)cccc2n1Cc1ccccn1. The reactants are N\C(=C(/C(=O)OCC)\C(NC1=CC=C(C=C1)Cl)=O)\C (ethyl 3-amino-2-(4-chlorophenylcarbamoyl)crotonate), C(C)(OCC)(OCC)OCC (triethyl orthoacetate), C(OCC)(OCC)OCC (triethyl orthoformate). The product is ClC1=CC=C(C=C1)N1C(=NC(=C(C1=O)C(=O)OCC)C)C (Ethyl 1-(4-Chlorophenyl)-1,6-dihydro-2,4-dimethyl-6-oxopyrimidine-5-carboxylate). Isolated yield 42.0%. RXN SMILES: [NH2:1]/[C:2](/[CH3:19])=[C:3](/[C:9](=[O:18])[NH:10][C:11]1[CH:16]=[CH:15][C:14]([Cl:17])=[CH:13][CH:12]=1)\[C:4]([O:6][CH2:7][CH3:8])=[O:5].[C:20](OCC)(OCC)(OCC)[CH3:21].C(OCC)(OCC)OCC>>[Cl:17][C:14]1[CH:13]=[CH:12][C:11]([N:10]2[C:9](=[O:18])[C:3]([C:4]([O:6][CH2:7][CH3:8])=[O:5])=[C:2]([CH3:19])[N:1]=[C:20]2[CH3:21])=[CH:16][CH:15]=1. Reported procedure: This compound is prepared in 42% yield from ethyl 3-amino-2-(4-chlorophenylcarbamoyl)crotonate in a manner analogous to Example 1 substituting triethyl orthoacetate for triethyl orthoformate. Starting materials: BrCCCOC1=CC2=C(NC(N2)=O)C=C1 (5-(3-bromopropoxy)-1H-benzo[d]imidazol-2(3H)-one), [Na+].[I-] (NaI), Cl.ClC1=C(C=CC=C1Cl)N1CCNCC1 (1-(2,3-dichlorophenyl)piperazine hydrochloride salt), C(=O)([O-])[O-].[K+].[K+] (K2CO3). The solvent is CC#N (CH3CN). Conditions: time 8 hour. Yields the product ClC1=C(C=CC=C1Cl)N1CCN(CC1)CCCOC1=CC2=C(NC(N2)=O)C=C1 (5-(3-(4-(2,3-dichlorophenyl)piperazin-1-yl)propoxy)-1H-benzo[d]imidazol-2(3H)-one). The yield is 27.3%. RXN SMILES: Br[CH2:2][CH2:3][CH2:4][O:5][C:6]1[CH:15]=[CH:14][C:9]2[NH:10][C:11](=[O:13])[NH:12][C:8]=2[CH:7]=1.[Na+].[I-].Cl.[Cl:19][C:20]1[C:25]([Cl:26])=[CH:24][CH:23]=[CH:22][C:21]=1[N:27]1[CH2:32][CH2:31][NH:30][CH2:29][CH2:28]1.C([O-])([O-])=O.[K+].[K+]>CC#N>[Cl:19][C:20]1[C:25]([Cl:26])=[CH:24][CH:23]=[CH:22][C:21]=1[N:27]1[CH2:32][CH2:31][N:30]([CH2:2][CH2:3][CH2:4][O:5][C:6]2[CH:15]=[CH:14][C:9]3[NH:10][C:11](=[O:13])[NH:12][C:8]=3[CH:7]=2)[CH2:29][CH2:28]1 |f:1.2,3.4,5.6.7|. Procedure: A mixture of intermediate 39 (126 mg, 0.47 mmol) and NaI (140 mg, 0.93 mmol) in CH3CN was heated to reflux for 30 min and then cooled to rt. Intermediate 41 (188 mg, 0.71 mmol) and anhydrous K2CO3 (259 mg, 1.88 mmol) were added to the mixture. The resulting mixture was heated to reflux and stirred overnight. Precipitated crystals were filtered off and the filtrate was evaporated under reduced pressure. The residue was extracted with EtOAc. The combined EtOAc layers were washed with brine, dried ... The reactants are C(C)N(CCCCC1=CC(=CC=C1)N)CCCCCCC (N-Ethyl-N-heptyl-4-(3-aminophenyl)butanamine), CS(=O)(=O)Cl (methanesulfonyl chloride). Run in N1=CC=CC=C1 (pyridine). Conditions: time 1 hour. Yields the product C(C)N(CCCCC=1C=C(C=CC1)NS(=O)(=O)C)CCCCCCC (N-[3-[4-(Ethylheptylamino)butyl]phenyl]methanesulfonamide). As a reaction SMILES: [CH2:1]([N:3]([CH2:15][CH2:16][CH2:17][CH2:18][CH2:19][CH2:20][CH3:21])[CH2:4][CH2:5][CH2:6][CH2:7][C:8]1[CH:13]=[CH:12][CH:11]=[C:10]([NH2:14])[CH:9]=1)[CH3:2].[CH3:22][S:23](Cl)(=[O:25])=[O:24]>N1C=CC=CC=1>[CH2:1]([N:3]([CH2:15][CH2:16][CH2:17][CH2:18][CH2:19][CH2:20][CH3:21])[CH2:4][CH2:5][CH2:6][CH2:7][C:8]1[CH:9]=[C:10]([NH:14][S:23]([CH3:22])(=[O:25])=[O:24])[CH:11]=[CH:12][CH:13]=1)[CH3:2]. Reported procedure: The amine from Step IV (1.7 g, 0.00585 mol) is mixed with 4.6 ml of pyridine under nitrogen, the mixture cooled in an ice bath and treated dropwise, over 5 min, with 0.5 ml (0.74 g, 0.0064 mol) of methanesulfonyl chloride. The mixture is stirred in the cold for 1 hr and at room temperature overnight. The solvent is removed in vacuo as an azetrope with toluene. The residue is taken up in CH2Cl2 (75 ml), washed with 25 ml of 8% NaHCO3 and the aqueous wash extracted with CH2Cl2 (2×75 ml). The organ...